This data is from the Open Reaction Database (ORD), a public repository of structured organic reaction records. The task is: describe an organic reaction: reactants, conditions, products, and yield Starting materials: C(Cl)(Cl)Cl (chloroform), ClC1=CC(=CC=C1)C(=O)OO (metachloroperbenzoic acid), CCC1C2CC3C4C5(CC(C2[C@H]5O)N3C1O)C=6C=CC=CC6N4C (ajmaline), CHCl3 90-MeOH, C(Cl)(Cl)Cl (chloroform). The solvent is CO (methanol), same solvent. Yields the product CC[C@@H]1[C@H]([N+]2([C@H]3CC1C4[C@@H]2CC5([C@H]3N(C6=CC=CC=C65)C)[C@@H]4O)[O-])O (N-oxy-ajmaline). As a reaction SMILES: [CH3:1][CH2:2][CH:3]1[CH:15]([OH:16])[N:14]2[CH:6]3[CH:7]4[N:23]([CH3:24])[C:22]5[CH:21]=[CH:20][CH:19]=[CH:18][C:17]=5[C:8]54[C@H:12]([OH:13])[CH:11]([CH:4]1[CH2:5]3)[CH:10]2[CH2:9]5.C(Cl)(Cl)Cl.ClC1C=CC=C(C(OO)=[O:37])C=1>CO>[CH3:1][CH2:2][C@H:3]1[CH:4]2[CH:11]3[C@@H:12]([OH:13])[C:8]45[C:17]6[C:22](=[CH:21][CH:20]=[CH:19][CH:18]=6)[N:23]([CH3:24])[C@H:7]4[C@H:6]([CH2:5]2)[N+:14]([O-:37])([C@H:10]3[CH2:9]5)[C@@H:15]1[OH:16]. Procedure details: 200 mg of ajmaline were put in solution in an organic solvent such as chloroform or a mixture of chloroform and methanol (5 ml). A solution of 200 mg of metachloroperbenzoic acid in 5 ml of the same solvent was slowly added, with stirring, the mixture being cooled in ice. The kinetics of the reaction were followed by thin layer chromatography (alkaline Kieselgel plate; solvent CHCl3 90-MeOH 10). At the same time as the N-oxy-ajmaline, there were formed more polar secondary products, already in a... Starting materials: C(CCCC)OCC1=CC=C(C=C1)C1=CC=C(C=C1)C(=O)OC1=CC(=C(C(=C1)F)C#N)F (3,5-difluoro-4-cyanophenyl 4'-(pentyloxymethyl)biphenyl-4-carboxylate), ( 1 ), C5, A1, A2, C(CCCC)OCC1=CC=C(C=C1)C1=CC=C(C=C1)C(=O)O (4'-(Pentyloxymethyl)biphenyl-4-carboxyic acid), S(=O)(Cl)Cl (thionyl chloride), N1=CC=CC=C1 (pyridine). Run in C1(=CC=CC=C1)C (toluene). Yields the product C(CCCC)OCC1=CC=C(C=C1)C1=CC=C(C=C1)C(=O)Cl (4'-(pentyloxymethyl)biphenyl-4-carbonyl chloride). Reaction SMILES: [CH2:1]([O:6][CH2:7][C:8]1[CH:13]=[CH:12][C:11]([C:14]2[CH:19]=[CH:18][C:17]([C:20]([O:22]C3C=C(F)C(C#N)=C(F)C=3)=O)=[CH:16][CH:15]=2)=[CH:10][CH:9]=1)[CH2:2][CH2:3][CH2:4][CH3:5].C(OCC1C=CC(C2C=CC(C(O)=O)=CC=2)=CC=1)CCCC.S(Cl)([Cl:57])=O.N1C=CC=CC=1>C1(C)C=CC=CC=1>[CH2:1]([O:6][CH2:7][C:8]1[CH:13]=[CH:12][C:11]([C:14]2[CH:19]=[CH:18][C:17]([C:20]([Cl:57])=[O:22])=[CH:16][CH:15]=2)=[CH:10][CH:9]=1)[CH2:2][CH2:3][CH2:4][CH3:5]. Reported procedure: Preparation of 3,5-difluoro-4-cyanophenyl 4'-(pentyloxymethyl)biphenyl-4-carboxylate (in the formula (1), R=C5 H11, l=1, m and n=both, 1, o=0, A1 and A2 =both, 1,4-phenylene group, Z1 =covalent bond, Z2 =--COO--, X=CN, and Y1 and Y2 =both, F) (Compound No. 229) 4'-(Pentyloxymethyl)biphenyl-4-carboxyic acid (2.1 g, 7.0 mmol) was mixed with thionyl chloride (1.3 g, 10.6 mmol), pyridine (0.1 ml) and toluene (4 ml), followed by reacting them at 80° C. for 2 hours, and distilling off superfluous thio... Starting materials: Fc1cc(Br)ccc1OC(F)(F)F, O=C(O)c1c(Br)ccc(C(F)(F)F)c1F, [Li]CCCC, CC(C)NC(C)C, C1CCOC1, O. The product is O=C(O)c1c(Br)ccc(OC(F)(F)F)c1F. Reaction SMILES: [Br:16][c:17]1[cH:18][cH:19][c:20]([O:23][C:24]([F:25])([F:26])[F:27])[c:21]([F:22])[cH:28]1.[Br:1][c:2]1[c:3]([C:4](=[O:5])[OH:6])[c:7]([F:15])[c:8]([C:11]([F:12])([F:13])[F:14])[cH:9][cH:10]1.[CH2:36]([Li:37])[CH2:38][CH2:39][CH3:40].[CH:29]([NH:30][CH:31]([CH3:32])[CH3:33])([CH3:34])[CH3:35].[O:41]1[CH2:42][CH2:43][CH2:44][CH2:45]1.[OH2:46]>>[Br:1][c:2]1[c:3]([C:4](=[O:5])[OH:6])[c:7]([F:15])[c:8]([O:23][C:24]([F:25])([F:26])[F:27])[cH:9][cH:10]1. Reactants: O=Cc1ccc(Br)s1, Nc1cccc(-c2c(Cc3ccccc3)cnc3c(C(F)(F)F)cccc23)c1. Yields the product FC(F)(F)c1cccc2c(-c3cccc(NCc4ccc(Br)s4)c3)c(Cc3ccccc3)cnc12. Reaction SMILES: [Br:29][c:30]1[cH:31][cH:32][c:33]([CH:35]=[O:36])[s:34]1.[CH2:1]([c:2]1[cH:3][cH:4][cH:5][cH:6][cH:7]1)[c:8]1[cH:9][n:10][c:11]2[c:12]([C:25]([F:26])([F:27])[F:28])[cH:13][cH:14][cH:15][c:16]2[c:17]1-[c:18]1[cH:19][c:20]([NH2:24])[cH:21][cH:22][cH:23]1>>[CH2:1]([c:2]1[cH:3][cH:4][cH:5][cH:6][cH:7]1)[c:8]1[cH:9][n:10][c:11]2[c:12]([C:25]([F:26])([F:27])[F:28])[cH:13][cH:14][cH:15][c:16]2[c:17]1-[c:18]1[cH:19][c:20]([NH:24][CH2:35][c:33]2[cH:32][cH:31][c:30]([Br:29])[s:34]2)[cH:21][cH:22][cH:23]1. Starting materials: C(C)(C)(C)[Si](C=1N(C=CN1)C)(C)C (2-(tert-Butyl-dimethyl-silanyl)-1-methyl-1H-imidazole), C(C)(CC)[Li] (sec-butyllithium), ClC1=CC=C(C(=O)C=2C=C3C(=CC(N(C3=CC2)CC2CC2)=O)C2=CC(=CC=C2)Cl)C=C1 (6-(4-Chloro-benzoyl)-4-(3-chloro-phenyl)-1-cyclopropylmethyl-1H-quinolin-2-one). Run in C1CCOC1 (THF), C1CCOC1 (THF). Conditions: temperature 0 celsius, time 3 hour. Yields the product C(C)(C)(C)[Si](C1=NC=C(N1C)C(C=1C=C2C(=CC(N(C2=CC1)CC1CC1)=O)C1=CC(=CC=C1)Cl)(O)C1=CC=C(C=C1)Cl)(C)C (6-[[2-(tert-butyl-dimethyl-silanyl)-3-methyl-3H-imidazol-4-yl]-(4-chloro-phenyl)-hydroxy-methyl]-4-(3-chloro-phenyl)-1-cyclopropylmethyl-1H-quinolin-2-one). Yield: 105.4%. Reaction SMILES: [C:1]([Si:5]([CH3:13])([CH3:12])[C:6]1[N:7]([CH3:11])[CH:8]=[CH:9][N:10]=1)([CH3:4])([CH3:3])[CH3:2].C([Li])(CC)C.[Cl:19][C:20]1[CH:49]=[CH:48][C:23]([C:24]([C:26]2[CH:27]=[C:28]3[C:33](=[CH:34][CH:35]=2)[N:32]([CH2:36][CH:37]2[CH2:39][CH2:38]2)[C:31](=[O:40])[CH:30]=[C:29]3[C:41]2[CH:46]=[CH:45][CH:44]=[C:43]([Cl:47])[CH:42]=2)=[O:25])=[CH:22][CH:21]=1>C1COCC1>[C:1]([Si:5]([CH3:13])([CH3:12])[C:6]1[N:7]([CH3:11])[C:8]([C:24]([C:23]2[CH:48]=[CH:49][C:20]([Cl:19])=[CH:21][CH:22]=2)([OH:25])[C:26]2[CH:27]=[C:28]3[C:33](=[CH:34][CH:35]=2)[N:32]([CH2:36][CH:37]2[CH2:38][CH2:39]2)[C:31](=[O:40])[CH:30]=[C:29]3[C:41]2[CH:46]=[CH:45][CH:44]=[C:43]([Cl:47])[CH:42]=2)=[CH:9][N:10]=1)([CH3:4])([CH3:3])[CH3:2]. Procedure: A solution of 2-(tert-Butyl-dimethyl-silanyl)-1-methyl-1H-imidazole (1.61 g, 8.2 mmol) in THF (40 mL) at −78° C. was treated with sec-butyllithium (1.3 M in cyclohexane, 7.9 mL, 10.3 mmol). The reaction mixture was warmed to 0° C., stirred for 3 hours, and cooled to −78° C. A solution of 6-(4-Chloro-benzoyl)-4-(3-chloro-phenyl)-1-cyclopropylmethyl-1H-quinolin-2-one (2.87 g, 6.4 mmol) in THF (20 mL) was cannulated into the reaction mixture, slowly warmed to room temperature, and stirred overnight... Product: C(C1=CC=CC=C1)=C1C(CCCC1)=NOCC(CN1CCN(CC1)C)C (2-Benzal-1-[2'-methyl-3'-(4"-methylpiperazinyl)-propoxyimino]-cyclohexane). As a reaction SMILES: [H-].[Na+].[CH:3](=[C:10]1[CH2:15][CH2:14][CH2:13][CH2:12][C:11]1=[N:16][OH:17])[C:4]1[CH:9]=[CH:8][CH:7]=[CH:6][CH:5]=1.[CH3:18][CH:19]([CH2:22][N:23]1[CH2:28][CH2:27][N:26]([CH3:29])[CH2:25][CH2:24]1)[CH2:20]Cl>>[CH:3](=[C:10]1[CH2:15][CH2:14][CH2:13][CH2:12][C:11]1=[N:16][O:17][CH2:18][CH:19]([CH3:20])[CH2:22][N:23]1[CH2:24][CH2:25][N:26]([CH3:29])[CH2:27][CH2:28]1)[C:4]1[CH:9]=[CH:8][CH:7]=[CH:6][CH:5]=1 |f:0.1|. The reactants are [H-].[Na+] (sodium hydride), C(C1=CC=CC=C1)=C1C(CCCC1)=NO (2-benzalcyclohexanone oxime), CC(CCl)CN1CCN(CC1)C (2-methyl-3-(4'-methylpiperazinyl)-propyl chloride). Reported procedure: On starting from 2.4 g (0.1 moles) of sodium hydride, 20.1 g (0.1 moles) of 2-benzalcyclohexanone oxime and 20.76 g (0.11 moles) of 2-methyl-3-(4'-methylpiperazinyl)-propyl chloride, one proceeds in the way specified in Example 1. Reactants: CC(=O)c1ccc(O)c(C(C)(C)C)c1, ClCCl, CC(=O)OC(C)=O, CCOCC, Cl, O, O=[N+]([O-])O. Product: CC(=O)c1cc([N+](=O)[O-])c(O)c(C(C)(C)C)c1. Reaction SMILES: [C:1]([CH3:2])([CH3:3])([CH3:4])[c:5]1[cH:6][c:7]([C:12]([CH3:13])=[O:14])[cH:8][cH:9][c:10]1[OH:11].[CH2:33]([Cl:34])[Cl:35].[CH3:19][C:20]([O:21][C:22](=[O:23])[CH3:24])=[O:25].[CH3:28][CH2:29][O:30][CH2:31][CH3:32].[ClH:26].[OH2:27].[OH:15][N+:16]([O-:17])=[O:18]>>[C:1]([CH3:2])([CH3:3])([CH3:4])[c:5]1[cH:6][c:7]([C:12]([CH3:13])=[O:14])[cH:8][c:9]([N+:16](=[O:15])[O-:17])[c:10]1[OH:11]. The reactants are COc1ccccc1N1CCN(C(=O)C(CC2CCCCC2)NC(=O)OC(C)(C)C)CC1, Cl, C1COCCO1. Yields the product COc1ccccc1N1CCN(C(=O)C(N)CC2CCCCC2)CC1. As a reaction SMILES: [C:1]([O:2][C:3](=[O:4])[NH:7][CH:8]([C:9](=[O:10])[N:11]1[CH2:12][CH2:13][N:14]([c:17]2[c:18]([O:23][CH3:24])[cH:19][cH:20][cH:21][cH:22]2)[CH2:15][CH2:16]1)[CH2:25][CH:26]1[CH2:27][CH2:28][CH2:29][CH2:30][CH2:31]1)([CH3:5])([CH3:6])[CH3:32].[ClH:39].[O:33]1[CH2:34][CH2:35][O:36][CH2:37][CH2:38]1>>[NH2:7][CH:8]([C:9](=[O:10])[N:11]1[CH2:12][CH2:13][N:14]([c:17]2[c:18]([O:23][CH3:24])[cH:19][cH:20][cH:21][cH:22]2)[CH2:15][CH2:16]1)[CH2:25][CH:26]1[CH2:27][CH2:28][CH2:29][CH2:30][CH2:31]1.